From a dataset of the Open Reaction Database (ORD), a public repository of structured organic reaction records. describe an organic reaction: reactants, conditions, products, and yield Starting materials: crude product, COC(CC1=CC2=CC=C(C=C2C(=C1C)C1CCN(CC1)C(C1=C(C=C(C=C1)Cl)Cl)=O)F)=O ({4-[1-(2,4-dichloro-benzoyl)-piperidin-4-yl]-6-fluoro-3-methyl-naphthalen-2-yl}-acetic acid methyl ester), O.[OH-].[Li+] (lithium hydroxide monohydrate). Solvent: C(C)(=O)OCC (ethyl acetate), hexanes, C1CCOC1 (THF), O (water). Run at time 15 hour. The product is ClC1=C(C(=O)N2CCC(CC2)C2=C(C(=CC3=CC=C(C=C23)F)CC(=O)O)C)C=CC(=C1)Cl ({4-[1-(2,4-dichloro-benzoyl)-piperidin-4-yl]-6-fluoro-3-methyl-naphthalen-2-yl}-acetic acid). The yield is 48.2%. RXN SMILES: C[O:2][C:3](=[O:33])[CH2:4][C:5]1[C:14]([CH3:15])=[C:13]([CH:16]2[CH2:21][CH2:20][N:19]([C:22](=[O:31])[C:23]3[CH:28]=[CH:27][C:26]([Cl:29])=[CH:25][C:24]=3[Cl:30])[CH2:18][CH2:17]2)[C:12]2[C:7](=[CH:8][CH:9]=[C:10]([F:32])[CH:11]=2)[CH:6]=1.O.[OH-].[Li+]>C1COCC1.O.C(OCC)(=O)C>[Cl:30][C:24]1[CH:25]=[C:26]([Cl:29])[CH:27]=[CH:28][C:23]=1[C:22]([N:19]1[CH2:20][CH2:21][CH:16]([C:13]2[C:12]3[C:7](=[CH:8][CH:9]=[C:10]([F:32])[CH:11]=3)[CH:6]=[C:5]([CH2:4][C:3]([OH:33])=[O:2])[C:14]=2[CH3:15])[CH2:17][CH2:18]1)=[O:31] |f:1.2.3|. Procedure: To a colorless solution of {4-[1-(2,4-dichloro-benzoyl)-piperidin-4-yl]-6-fluoro-3-methyl-naphthalen-2-yl}-acetic acid methyl ester (102 mg, 0.21 mmol) in THF (8.0 mL) was added a solution of lithium hydroxide monohydrate (100 mg, 4.2 mmol) in water (2.0 mL) at room temperature. The resulting colorless solution was stirred for 15 hours. The solvent was removed and the aqueous solution after dilution with water was neutralized with 1.0 N aqueous HCl. The resulting white precipitate was collected ...